From a dataset of the Open Reaction Database (ORD), a public repository of structured organic reaction records. describe an organic reaction: reactants, conditions, products, and yield Starting materials: Fc1ccc(Br)cc1, O=C(c1ccccc1)c1ccncc1, [Cl-], I, [Mg], [NH4+]. Product: OC(c1ccccc1)(c1ccncc1)c1ccc(F)cc1. Reaction SMILES: [Br:3][c:4]1[cH:5][cH:6][c:7]([F:10])[cH:8][cH:9]1.[C:11]([c:12]1[cH:13][cH:14][cH:15][cH:16][cH:17]1)(=[O:18])[c:19]1[cH:20][cH:21][n:22][cH:23][cH:24]1.[Cl-:25].[I:2].[Mg:1].[NH4+:26]>>[c:4]1([C:11]([c:12]2[cH:13][cH:14][cH:15][cH:16][cH:17]2)([OH:18])[c:19]2[cH:20][cH:21][n:22][cH:23][cH:24]2)[cH:5][cH:6][c:7]([F:10])[cH:8][cH:9]1. Starting materials: I(=O)(=O)(=O)[O-].[Na+] (sodium periodate), C(C)(C)(C)OC(NCC1CCN(CC1)C=1C=CC=C2C=CC(=NC12)C1=NN=C2N1C=CC(=C2)C(CO)O)=O (tert-Butyl(1-(2-(7-(1,2-dihydroxyethyl)-[1,2,4]triazolo[4,3-a]pyridin-3-yl)quinolin-8-yl)piperidin-4-yl)methylcarbamate). Run in C(Cl)Cl (DCM), C(Cl)Cl (DCM). Reaction conditions: time 10 minute. Yields the product C(C)(C)(C)OC(NCC1CCN(CC1)C=1C=CC=C2C=CC(=NC12)C1=NN=C2N1C=CC(=C2)C=O)=O (tert-butyl(1-(2-(7-formyl-[1,2,4]triazolo[4,3-a]pyridin-3-yl)quinolin-8-yl)piperidin-4-yl)methylcarbamate). As a reaction SMILES: I([O-])(=O)(=O)=O.[Na+].[C:7]([O:11][C:12](=[O:44])[NH:13][CH2:14][CH:15]1[CH2:20][CH2:19][N:18]([C:21]2[CH:22]=[CH:23][CH:24]=[C:25]3[C:30]=2[N:29]=[C:28]([C:31]2[N:35]4[CH:36]=[CH:37][C:38]([CH:40]([OH:43])CO)=[CH:39][C:34]4=[N:33][N:32]=2)[CH:27]=[CH:26]3)[CH2:17][CH2:16]1)([CH3:10])([CH3:9])[CH3:8]>C(Cl)Cl>[C:7]([O:11][C:12](=[O:44])[NH:13][CH2:14][CH:15]1[CH2:20][CH2:19][N:18]([C:21]2[CH:22]=[CH:23][CH:24]=[C:25]3[C:30]=2[N:29]=[C:28]([C:31]2[N:35]4[CH:36]=[CH:37][C:38]([CH:40]=[O:43])=[CH:39][C:34]4=[N:33][N:32]=2)[CH:27]=[CH:26]3)[CH2:17][CH2:16]1)([CH3:10])([CH3:8])[CH3:9] |f:0.1|. Reported procedure: To a slurry of silica gel (0.1 g) in DCM (3 mL) was added sodium periodate (0.13 mL, 0.087 mmol). The reaction was stirred for 10 minutes. tert-Butyl(1-(2-(7-(1,2-dihydroxyethyl)-[1,2,4]triazolo[4,3-a]pyridin-3-yl)quinolin-8-yl)piperidin-4-yl)methylcarbamate (30 mg, 0.058 mmol) in DCM (2 mL) was then added to the slurry. The reaction was stirred for 30 minutes, then filtered and washed with DCM (20 mL). The organic layer was concentrated to give crude product.